From a dataset of the Open Reaction Database (ORD), a public repository of structured organic reaction records. describe an organic reaction: reactants, conditions, products, and yield The reactants are O([Si](C)(C)C(C)(C)C)N(CC1=CC=CC=C1)CC1=CC=CC=C1 (tert-Butyldimethylsiloxy-N,N-dibenzylamine), Compound 1, F[B-](F)(F)F.[Na+] (sodium tetrafluoroborate). Yields the product C(C1=CC=CC=C1)N(O)CC1=CC=CC=C1 (N,N-dibenzylhydroxylamine). The yield is 82.0%. RXN SMILES: [O:1]([N:9]([CH2:17][C:18]1[CH:23]=[CH:22][CH:21]=[CH:20][CH:19]=1)[CH2:10][C:11]1[CH:16]=[CH:15][CH:14]=[CH:13][CH:12]=1)[Si](C(C)(C)C)(C)C.F[B-](F)(F)F.[Na+]>>[CH2:17]([N:9]([CH2:10][C:11]1[CH:16]=[CH:15][CH:14]=[CH:13][CH:12]=1)[OH:1])[C:18]1[CH:19]=[CH:20][CH:21]=[CH:22][CH:23]=1 |f:1.2|. Procedure: tert-Butyldimethylsiloxy-N,N-dibenzylamine, Compound 1, was heated with sodium tetrafluoroborate at about 200° C. for 30 minutes. The tert-butyldimethylfluorosilane could be distilled off at 62°-64° C. in 82% yield. N,N-dibenzylhydroxylamine was isolated from the reaction. Similar results were obtained using sodium salts of hexafluorophosphate and hexafluoroantimonate. The reactants are C(CC(O)(C(=O)O)CC(=O)O)(=O)O (citric acid), ClC=1C=C2CC(C(NC2=CC1)=O)C(=O)O (6-Chloro-2-oxo-1,2,3,4-tetrahydro-3-quinolinecarboxylic acid), Cl.CNC (dimethylamine hydrochloride), C=1C=CC2=C(C1)N=NN2O (HOBt), CCN=C=NCCCN(C)C (WSC). The solvent is C(C)#N (acetonitrile), C(C)N(CC)CC (triethylamine). Conditions: time 18 hour. Yields the product ClC=1C=C2CC(C(NC2=CC1)=O)C(=O)N(C)C (6-Chloro-N,N-dimethyl-2-oxo-1,2,3,4-tetrahydro-3-quinolinecarboxamide). Isolated yield 38.0%. Reaction SMILES: [Cl:1][C:2]1[CH:3]=[C:4]2[C:9](=[CH:10][CH:11]=1)[NH:8][C:7](=[O:12])[CH:6]([C:13]([OH:15])=O)[CH2:5]2.Cl.[CH3:17][NH:18][CH3:19].C1C=CC2N(O)N=NC=2C=1.CCN=C=NCCCN(C)C.C(O)(=O)CC(CC(O)=O)(C(O)=O)O>C(#N)C.C(N(CC)CC)C>[Cl:1][C:2]1[CH:3]=[C:4]2[C:9](=[CH:10][CH:11]=1)[NH:8][C:7](=[O:12])[CH:6]([C:13]([N:18]([CH3:19])[CH3:17])=[O:15])[CH2:5]2 |f:1.2|. Procedure: 6-Chloro-2-oxo-1,2,3,4-tetrahydro-3-quinolinecarboxylic acid (3.00 g), dimethylamine hydrochloride (1.332 g), HOBt (2.042 g), WSC (3.093 g) and triethylamine (4.5 ml) were added to acetonitrile (150 ml). The reaction mixture was stirred at room temperature for 18 hours. 10% Aqueous citric acid solution was added to the reaction mixture. The precipitated pellets were collected by filtration and washed with water and IPE to obtain the entitled compound (1.276 g).